From a dataset of the Open Reaction Database (ORD), a public repository of structured organic reaction records. describe an organic reaction: reactants, conditions, products, and yield Reactants: CCOCC(COc1ccc(F)cc1)CS(=O)(=O)[O-], C1CCOC1, [N-]=[N+]=[N-], [Na+], CN(C)C=O, O, c1ccc(P(c2ccccc2)c2ccccc2)cc1. The product is CCOCC(N)COc1ccc(F)cc1. RXN SMILES: [CH2:1]([CH3:2])[O:3][CH2:4][CH:5]([CH2:6][O:7][c:8]1[cH:9][cH:10][c:11]([F:14])[cH:12][cH:13]1)[CH2:15][S:16]([O-:17])(=[O:18])=[O:19].[CH2:48]1[O:49][CH2:50][CH2:51][CH2:52]1.[N-:21]=[N+:22]=[N-:23].[Na+:20].[O:43]=[CH:44][N:45]([CH3:46])[CH3:47].[OH2:53].[c:24]1([P:25]([c:26]2[cH:27][cH:28][cH:29][cH:30][cH:31]2)[c:32]2[cH:33][cH:34][cH:35][cH:36][cH:37]2)[cH:38][cH:39][cH:40][cH:41][cH:42]1>>[CH2:1]([CH3:2])[O:3][CH2:4][CH:5]([CH2:6][O:7][c:8]1[cH:9][cH:10][c:11]([F:14])[cH:12][cH:13]1)[NH2:21]. The reactants are CC1=C(C(=C2C(=N1)SC1=C2CCCC1)C1=CC(=C(C=C1)Cl)Cl)C(C(=O)OC)CCC (methyl [2-methyl-4-(3,4-dichlorophenyl)-5,6,7,8-tetrahydro[1]benzothieno[2,3-b]pyridin-3-yl]pentanoate), [OH-].[Na+] (sodium hydroxide). Run in CO (methanol). Reaction conditions: temperature 60 celsius. The product is CC1=C(C(=C2C(=N1)SC1=C2CCCC1)C1=CC(=C(C=C1)Cl)Cl)C(C(=O)O)CCC (2-[2-Methyl-4-(3,4-dichlorophenyl)-5,6,7,8-tetrahydro[1]benzothieno[2,3-b]pyridin-3-yl]pentanoic acid). The yield is 72.9%. RXN SMILES: [CH3:1][C:2]1[N:7]=[C:6]2[S:8][C:9]3[CH2:14][CH2:13][CH2:12][CH2:11][C:10]=3[C:5]2=[C:4]([C:15]2[CH:20]=[CH:19][C:18]([Cl:21])=[C:17]([Cl:22])[CH:16]=2)[C:3]=1[CH:23]([CH2:28][CH2:29][CH3:30])[C:24]([O:26]C)=[O:25].[OH-].[Na+]>CO>[CH3:1][C:2]1[N:7]=[C:6]2[S:8][C:9]3[CH2:14][CH2:13][CH2:12][CH2:11][C:10]=3[C:5]2=[C:4]([C:15]2[CH:20]=[CH:19][C:18]([Cl:21])=[C:17]([Cl:22])[CH:16]=2)[C:3]=1[CH:23]([CH2:28][CH2:29][CH3:30])[C:24]([OH:26])=[O:25] |f:1.2|. Procedure details: To a solution of methyl [2-methyl-4-(3,4-dichlorophenyl)-5,6,7,8-tetrahydro[1]benzothieno[2,3-b]pyridin-3-yl]pentanoate (0.172 g; 0.37 mmol) in methanol (3.7 mL) was added a solution of sodium hydroxide 5 N (0.74 mL) and the mixture was heated at 60° C. for 18 h. After cooling, the reaction mixture was concentrated under reduced pressure. The residue was dissolved in ethyl acetate and the mixture was acidified with HCl (1N) until pH 1. The organic layer was washed with brine, water, dried over m... Reactants: C(=O)(O)CCC1=C(OCCCC(=O)O)C=CC=C1CCCCCCOC=1C=C(C=C(C1)C(N(C)C)=O)C1=CC(=C(C=C1)F)F (4-{2-(2-carboxy-ethyl)-3-[6-(5-dimethylcarbamoyl-3′,4′-difluoro-biphenyl-3-yloxy)-hexyl]-phenoxy}-butyric acid), C(C)OC(CCCOC1=C(C(=CC=C1)CCCCCCOC=1C=C(C=C(C1)C(N(C)C)=O)C1=CC(=C(C=C1)F)O)CCC(=O)OCC)=O (4-{3-[6-(5-dimethylcarbamoyl-4′-fluoro-3′-hydroxy-biphenyl-3-yloxy)-hexyl]-2-(2-ethoxycarbonyl-ethyl)-phenoxy}-butyric acid ethyl ester), [OH-].[Na+] (NaOH). Run in C1CCOC1 (THF), CCO (EtOH). Product: C(=O)(O)CCC1=C(OCCCC(=O)O)C=CC=C1CCCCCCOC=1C=C(C=C(C1)C(N(C)C)=O)C1=CC(=C(C=C1)F)O (4-{2-(2-carboxy-ethyl)-3-[6-(5-dimethylcarbamoyl-4′-fluoro-3′-hydroxy-biphenyl-3-yloxy)-hexyl]-phenoxy}-butyric acid). Isolated yield 92.4%. Reaction SMILES: C(CCC1C(CCCCCCOC2C=C(C3C=CC(F)=C(F)C=3)C=C(C(=O)N(C)C)C=2)=CC=CC=1OCCCC(O)=O)(O)=O.C([O:47][C:48](=[O:92])[CH2:49][CH2:50][CH2:51][O:52][C:53]1[CH:58]=[CH:57][CH:56]=[C:55]([CH2:59][CH2:60][CH2:61][CH2:62][CH2:63][CH2:64][O:65][C:66]2[CH:67]=[C:68]([C:77]3[CH:82]=[CH:81][C:80]([F:83])=[C:79]([OH:84])[CH:78]=3)[CH:69]=[C:70]([C:72](=[O:76])[N:73]([CH3:75])[CH3:74])[CH:71]=2)[C:54]=1[CH2:85][CH2:86][C:87]([O:89]CC)=[O:88])C.[OH-].[Na+]>C1COCC1.CCO>[C:87]([CH2:86][CH2:85][C:54]1[C:55]([CH2:59][CH2:60][CH2:61][CH2:62][CH2:63][CH2:64][O:65][C:66]2[CH:67]=[C:68]([C:77]3[CH:82]=[CH:81][C:80]([F:83])=[C:79]([OH:84])[CH:78]=3)[CH:69]=[C:70]([C:72](=[O:76])[N:73]([CH3:75])[CH3:74])[CH:71]=2)=[CH:56][CH:57]=[CH:58][C:53]=1[O:52][CH2:51][CH2:50][CH2:49][C:48]([OH:92])=[O:47])([OH:89])=[O:88] |f:2.3|. Reported procedure: The title compound was prepared by the same method as 4-{2-(2-carboxy-ethyl)-3-[6-(5-dimethylcarbamoyl-3′,4′-difluoro-biphenyl-3-yloxy)-hexyl]-phenoxy}-butyric acid starting from 4-{3-[6-(5-dimethylcarbamoyl-4′-fluoro-3′-hydroxy-biphenyl-3-yloxy)-hexyl]-2-(2-ethoxycarbonyl-ethyl)-phenoxy}-butyric acid ethyl ester (142 mg, 0.213 mmol) and 1.0 N aqueous NaOH (5 mL) in THF (5 mL) and EtOH (5 mL) to afford 4-{2-(2-carboxy-ethyl)-3-[6-(5-dimethylcarbamoyl-4′-fluoro-3′-hydroxy-biphenyl-3-yloxy)-hexyl]... Starting materials: O=C([O-])O, CC[SiH](CC)CC, ClCCl, COc1ccc(C(O)Cc2c(Cl)cncc2Cl)c2c1OCC2C, [Na+]. Yields the product COc1ccc(CCc2c(Cl)cncc2Cl)c2c1OCC2C. Reaction SMILES: [C:31](=[O:32])([OH:33])[O-:34].[CH2:24]([SiH:25]([CH2:26][CH3:27])[CH2:28][CH3:29])[CH3:30].[CH2:36]([Cl:37])[Cl:38].[Cl:1][c:2]1[cH:3][n:4][cH:5][c:6]([Cl:23])[c:7]1[CH2:8][CH:9]([OH:10])[c:11]1[cH:12][cH:13][c:14]([O:21][CH3:22])[c:15]2[c:16]1[CH:17]([CH3:20])[CH2:18][O:19]2.[Na+:35]>>[Cl:1][c:2]1[cH:3][n:4][cH:5][c:6]([Cl:23])[c:7]1[CH2:8][CH2:9][c:11]1[cH:12][cH:13][c:14]([O:21][CH3:22])[c:15]2[c:16]1[CH:17]([CH3:20])[CH2:18][O:19]2. Starting materials: N, CCCc1nn(C)c2c(=O)[nH]c(Cc3ccc(S(=O)(=O)NC(CO)C(=O)OC)cc3)nc12. Product: CCCc1nn(C)c2c(=O)[nH]c(Cc3ccc(S(=O)(=O)NC(CO)C(N)=O)cc3)nc12. Reaction SMILES: [NH3:33].[OH:1][CH2:2][CH:3]([C:4]([O:6][CH3:5])=[O:7])[NH:8][S:9](=[O:10])(=[O:11])[c:12]1[cH:13][cH:14][c:15]([CH2:18][c:19]2[nH:20][c:21](=[O:32])[c:22]3[c:23]([n:24]2)[c:25]([CH2:29][CH2:30][CH3:31])[n:26][n:27]3[CH3:28])[cH:16][cH:17]1>>[OH:1][CH2:2][CH:3]([C:4](=[O:6])[NH2:33])[NH:8][S:9](=[O:10])(=[O:11])[c:12]1[cH:13][cH:14][c:15]([CH2:18][c:19]2[nH:20][c:21](=[O:32])[c:22]3[c:23]([n:24]2)[c:25]([CH2:29][CH2:30][CH3:31])[n:26][n:27]3[CH3:28])[cH:16][cH:17]1.